This data is from the Open Reaction Database (ORD), a public repository of structured organic reaction records. The task is: describe an organic reaction: reactants, conditions, products, and yield Starting materials: NC1=C(C=C(C=N1)C(=O)N=S(=O)(CCCCC(=O)OC)CCCCC(=O)OC)C#CC1=CC(=CC=C1)N (dimethyl 5,5′-[N-({6-amino-5-[(3-aminophenyl)ethynyl]pyridin-3-yl}carbonyl)sulfonimidoyl]dipentanoate), FC1=C(C=C(C=C1)C)N=C=O (2-fluoro-5-methylphenyl isocyanate). Solvent: CN(C)C=O (DMF), CCOC(=O)C (EtOAc). Product: NC1=C(C=C(C=N1)C(=O)N=S(=O)(CCCCC(=O)OC)CCCCC(=O)OC)C#CC1=CC(=CC=C1)NC(=O)NC1=C(C=CC(=C1)C)F (Dimethyl 5,5′-{N-[(6-amino-5-{[3-({[(2-fluoro-5-methylphenyl)amino]carbonyl}amino)phenyl]ethynyl}pyridin-3-yl)carbonyl]sulfonimidoyl}dipentanoate). Yield: 93.8%. Reaction SMILES: [NH2:1][C:2]1[N:7]=[CH:6][C:5]([C:8]([N:10]=[S:11]([CH2:21][CH2:22][CH2:23][CH2:24][C:25]([O:27][CH3:28])=[O:26])([CH2:13][CH2:14][CH2:15][CH2:16][C:17]([O:19][CH3:20])=[O:18])=[O:12])=[O:9])=[CH:4][C:3]=1[C:29]#[C:30][C:31]1[CH:36]=[CH:35][CH:34]=[C:33]([NH2:37])[CH:32]=1.[F:38][C:39]1[CH:44]=[CH:43][C:42]([CH3:45])=[CH:41][C:40]=1[N:46]=[C:47]=[O:48]>CN(C=O)C.CCOC(C)=O>[NH2:1][C:2]1[N:7]=[CH:6][C:5]([C:8]([N:10]=[S:11]([CH2:21][CH2:22][CH2:23][CH2:24][C:25]([O:27][CH3:28])=[O:26])([CH2:13][CH2:14][CH2:15][CH2:16][C:17]([O:19][CH3:20])=[O:18])=[O:12])=[O:9])=[CH:4][C:3]=1[C:29]#[C:30][C:31]1[CH:36]=[CH:35][CH:34]=[C:33]([NH:37][C:47]([NH:46][C:40]2[CH:41]=[C:42]([CH3:45])[CH:43]=[CH:44][C:39]=2[F:38])=[O:48])[CH:32]=1. Procedure: The reaction solution of dimethyl 5,5′-[N-({6-amino-5-[(3-aminophenyl)ethynyl]pyridin-3-yl}carbonyl)sulfonimidoyl]dipentanoate (140 mg, 0.265 mmol, 1.0 equiv.) and 2-fluoro-5-methylphenyl isocyanate (38.8 μL, 0.292 mmol, 1.1 equiv.) in DMF (3 mL) was stirred at room temperature for 3 hours. It was then diluted with EtOAc, washed with sat. aq. NaHCO3, aq. NH4Cl, and brine, and finally dried with anhydrous Na2SO4. The solution was decanted, concentrated, and the oily residue was subject to a gradi... Starting materials: OC=1C=C(C=CC1)CCCN1C=NC=C1 (3-(3-(3-hydroxyphenyl)propyl]imidazole), C(C1=CC=CC=C1)OC1=CC=C(C=C1)C=1OC=C(N1)CCl (2-(4-benzyloxyphenyl)-4-chloromethyloxazole). Product: C(C1=CC=CC=C1)OC1=CC=C(C=C1)C=1OC=C(N1)COC1=CC(=CC=C1)CCCN1C=NC=C1 (2-(4-benzyloxyphenyl)-4-[3-[3-(1-imidazolyl)propyl]phenoxymethyl]oxazole). Isolated yield 81.0%. Reaction SMILES: [OH:1][C:2]1[CH:3]=[C:4]([CH2:8][CH2:9][CH2:10][N:11]2[CH:15]=[CH:14][N:13]=[CH:12]2)[CH:5]=[CH:6][CH:7]=1.[CH2:16]([O:23][C:24]1[CH:29]=[CH:28][C:27]([C:30]2[O:31][CH:32]=[C:33]([CH2:35]Cl)[N:34]=2)=[CH:26][CH:25]=1)[C:17]1[CH:22]=[CH:21][CH:20]=[CH:19][CH:18]=1>>[CH2:16]([O:23][C:24]1[CH:29]=[CH:28][C:27]([C:30]2[O:31][CH:32]=[C:33]([CH2:35][O:1][C:2]3[CH:7]=[CH:6][CH:5]=[C:4]([CH2:8][CH2:9][CH2:10][N:11]4[CH:15]=[CH:14][N:13]=[CH:12]4)[CH:3]=3)[N:34]=2)=[CH:26][CH:25]=1)[C:17]1[CH:18]=[CH:19][CH:20]=[CH:21][CH:22]=1. Procedure details: In substantially the same manner as in Working Example 72, 1-[3-(3-(3-hydroxyphenyl)propyl]imidazole was allowed to react with 2-(4-benzyloxyphenyl)-4-chloromethyloxazole to give 2-(4-benzyloxyphenyl)-4-[3-[3-(1-imidazolyl)propyl]phenoxymethyl]oxazole. The yield was 81%. Recrystallization from ethyl acetate-hexane gave colorless prisms, mp 144-145° C. The reactants are COC(C(CC1CCN(CC1)C(=O)OC(C)(C)C)(C)C)=O (2,2-dimethyl-3-(N-Boc-piperidine-4-yl)-propionic acid methyl ester), FC(C(=O)O)(F)F (trifluoroacetic acid). The solvent is C(Cl)Cl (methylene chloride). Conditions: time 1 hour. Yields the product COC(C(CC1CCNCC1)(C)C)=O (2,2-dimethyl-3-(piperidine-4-yl)-propionic acid methyl ester). The yield is 93.0%. Reaction SMILES: [CH3:1][O:2][C:3](=[O:21])[C:4]([CH3:20])([CH3:19])[CH2:5][CH:6]1[CH2:11][CH2:10][N:9](C(OC(C)(C)C)=O)[CH2:8][CH2:7]1.FC(F)(F)C(O)=O>C(Cl)Cl>[CH3:1][O:2][C:3](=[O:21])[C:4]([CH3:19])([CH3:20])[CH2:5][CH:6]1[CH2:11][CH2:10][NH:9][CH2:8][CH2:7]1. Procedure: 2,2-dimethyl-3-(N-Boc-piperidine-4-yl)-propionic acid methyl ester (598 mg) from above was dissolved in methylene chloride (2 mL) and trifluoroacetic acid (1 mL) was added. The mixture was stirred at room temperature for 1 hr and the solvents were evaporated. The mixture was partitioned between ether and sodium hydroxide solution (1N). The organic layer was washed with brine and dried. Evaporation of solvents gave 2,2-dimethyl-3-(piperidine-4-yl)-propionic acid methyl ester (370 mg) as an oil. The reactants are CC(=O)C(=O)OC1(c2cccc3cc(C)oc23)CCN(Cc2ccccc2)CC1C, CCCC[SnH](CCCC)CCCC. The product is Cc1cc2cccc(C3CCN(Cc4ccccc4)CC3C)c2o1. RXN SMILES: [CH2:1]([c:2]1[cH:3][cH:4][cH:5][cH:6][cH:7]1)[N:8]1[CH2:9][CH:10]([CH3:30])[C:11]([c:14]2[cH:15][cH:16][cH:17][c:18]3[cH:19][c:20]([CH3:23])[o:21][c:22]23)([O:24][C:25](=[O:26])[C:27]([CH3:28])=[O:29])[CH2:12][CH2:13]1.[CH2:31]([SnH:32]([CH2:33][CH2:34][CH2:35][CH3:36])[CH2:37][CH2:38][CH2:39][CH3:40])[CH2:41][CH2:42][CH3:43]>>[CH2:1]([c:2]1[cH:3][cH:4][cH:5][cH:6][cH:7]1)[N:8]1[CH2:9][CH:10]([CH3:30])[CH:11]([c:14]2[cH:15][cH:16][cH:17][c:18]3[cH:19][c:20]([CH3:23])[o:21][c:22]23)[CH2:12][CH2:13]1. The reactants are Cl.C(C1=CC=CC=C1)N1CCC(CC1)=O (1-benzyl-4-piperidone hydrochloride), Cl.N(N)C=1C=CC2=C(C=CS2)C1 (5-hydrazinobenzothiophene hydrochloride), C(C(O)C)(=O)[O-] (lactate). Product: C(C(O)C)(=O)O.C(C1=CC=CC=C1)N1CC2=C(NC3=CC=C4C(=C23)C=CS4)CC1 (9-Benzyl-7,8,9,10-tetrahydrothieno[3,2-e]pyrido[4,3-b]indole lactate). RXN SMILES: Cl.[CH2:2]([N:9]1[CH2:14][CH2:13][C:12](=O)[CH2:11][CH2:10]1)[C:3]1[CH:8]=[CH:7][CH:6]=[CH:5][CH:4]=1.Cl.[NH:17]([C:19]1[CH:20]=[CH:21][C:22]2[S:26][CH:25]=[CH:24][C:23]=2[CH:27]=1)N.[C:28]([O-:33])(=[O:32])[CH:29]([CH3:31])[OH:30]>>[C:28]([OH:33])(=[O:32])[CH:29]([CH3:31])[OH:30].[CH2:2]([N:9]1[CH2:14][CH2:13][C:12]2[NH:17][C:19]3[C:27]([C:11]=2[CH2:10]1)=[C:23]1[CH:24]=[CH:25][S:26][C:22]1=[CH:21][CH:20]=3)[C:3]1[CH:8]=[CH:7][CH:6]=[CH:5][CH:4]=1 |f:0.1,2.3,5.6|. Reported procedure: The compound is formed analogously to that described in Example 2, from 9.5 g of 1-benzyl-4-piperidone hydrochloride and 10.0 g of 5-hydrazinobenzothiophene hydrochloride. The unstable base is converted into the lactate. Melting point: 183° C.